From a dataset of the Open Reaction Database (ORD), a public repository of structured organic reaction records. describe an organic reaction: reactants, conditions, products, and yield Reactants: NC=1C=CC(=NC1)NC(C)=O (N-(5-amino-pyridin-2-yl)-acetamide), C(C)(=O)O[BH-](OC(C)=O)OC(C)=O.[Na+] (Sodium triacetoxyborohydride), C(C)(C)(C)OC(=O)N1CCC(CC1)=O (4-oxo-piperidine-1-carboxylic acid tert-butyl ester), C(C)(=O)O (acetic acid), ClC(C)Cl (dichloroethane). Solvent: [Na+].[Cl-] (NaCl). Reaction conditions: time 16 hour. The product is C(C)(C)(C)OC(=O)N1CCC(CC1)NC=1C=NC(=CC1)NC(C)=O (4-(6-Acetylamino-pyridin-3-ylamino)-piperidine-1-carboxylic acid tert-butyl ester). Isolated yield 20.0%. Reaction SMILES: [NH2:1][C:2]1[CH:3]=[CH:4][C:5]([NH:8][C:9](=[O:11])[CH3:10])=[N:6][CH:7]=1.[C:12]([O:16][C:17]([N:19]1[CH2:24][CH2:23][C:22](=O)[CH2:21][CH2:20]1)=[O:18])([CH3:15])([CH3:14])[CH3:13].C(O)(=O)C.ClC(Cl)C.C(O[BH-](OC(=O)C)OC(=O)C)(=O)C.[Na+]>[Na+].[Cl-]>[C:12]([O:16][C:17]([N:19]1[CH2:24][CH2:23][CH:22]([NH:1][C:2]2[CH:7]=[N:6][C:5]([NH:8][C:9](=[O:11])[CH3:10])=[CH:4][CH:3]=2)[CH2:21][CH2:20]1)=[O:18])([CH3:15])([CH3:13])[CH3:14] |f:4.5,6.7|. Reported procedure: A mixture of N-(5-amino-pyridin-2-yl)-acetamide (2.05 g, 13.55 mmol, 1.0 equiv; commercially available) and 4-oxo-piperidine-1-carboxylic acid tert-butyl ester (2.70 g, 13.55 mmol, 1.0 equiv; commercially available) in conc. acetic acid (0.78 mL, 0.81 g, 13.55 mmol, 1.0 equiv) and dichloroethane (50 mL) was stirred at rt for 4 h. Sodium triacetoxyborohydride (3.45 g, 16.26 mmol, 1.2 equiv) was added in one portion and the reaction mixture stirred for an additional time period of 16 h. To the rea... The reactants are solid, BrC1=CC(=CC=2C=C3N(C12)CCNC3=O)C#N (6-bromo-1-oxo-1,2,3,4-tetrahydro-pyrazino[1,2-a]indole-8-carbonitrile), BrC1=CC(=CC=2C=C3N(C12)CCNC3=O)C#N (6-bromo-1-oxo-1,2,3,4-tetrahydro-pyrazino[1,2-a]indole-8-carbonitrile), N1=CN=CC(=C1)B(O)O (pyrimidin-5-ylboronic acid). Product: O=C1NCCN2C1=CC=1C=C(C=C(C21)C=2C=NC=NC2)C#N (1-Oxo-6-pyrimidin-5-yl-3,4-dihydro-2H-pyrazino[1,2-a]indole-8-carbonitrile). Reaction SMILES: Br[C:2]1[C:10]2[N:9]3[CH2:11][CH2:12][NH:13][C:14](=[O:15])[C:8]3=[CH:7][C:6]=2[CH:5]=[C:4]([C:16]#[N:17])[CH:3]=1.[N:18]1[CH:23]=[C:22](B(O)O)[CH:21]=[N:20][CH:19]=1>>[O:15]=[C:14]1[C:8]2=[CH:7][C:6]3[CH:5]=[C:4]([C:16]#[N:17])[CH:3]=[C:2]([C:22]4[CH:23]=[N:18][CH:19]=[N:20][CH:21]=4)[C:10]=3[N:9]2[CH2:11][CH2:12][NH:13]1. Reported procedure: The title compound, off-white solid (16 mg, 22%), MS (ISN) m/z=290.5 [(M+H)+], mp 323.5° C., was prepared in accordance with the general method of example 1 from 6-bromo-1-oxo-1,2,3,4-tetrahydro-pyrazino[1,2-a]indole-8-carbonitrile (intermediate 15) (72.5 mg, 0.25 mmol) and commercially available pyrimidin-5-ylboronic acid (40.3 mg, 0.325 mmol). The product is C(C1=CC=CC=C1)C12C(=O)OC(NC1C=CC=C2)=O (1-benzyl-isatoic anhydride). Reaction SMILES: [C:1]12[C:7](=[CH:8][CH:9]=[CH:10][CH:11]=1)[NH:6][C:5](=[O:12])[O:4][C:2]2=[O:3].[CH2:13](Br)[C:14]1[CH:19]=[CH:18][CH:17]=[CH:16][CH:15]=1>>[CH2:13]([C:1]12[CH:11]=[CH:10][CH:9]=[CH:8][CH:7]1[NH:6][C:5](=[O:12])[O:4][C:2]2=[O:3])[C:14]1[CH:19]=[CH:18][CH:17]=[CH:16][CH:15]=1. Reactants: C1=2C(=O)OC(NC1=CC=CC2)=O (isatoic anhydride), C(C1=CC=CC=C1)Br (benzyl bromide). Procedure details: Following the procedure set forth in Step (2) of Preparation A, isatoic anhydride was reacted with benzyl bromide to give 1-benzyl-isatoic anhydride. The reactants are [N+](=O)([O-])C=1C=C(C=CC1)S(=O)(=O)N (3-nitrobenzenesulfonamide), C(=O)(O)C1=CC=C(C=O)C=C1 (4-carboxybenzaldehyde), CC=1C=CC(=CC1)S(=O)(=O)O (TsOH). Run in C1(=CC=CC=C1)C (toluene). Yields the product C(=O)(O)C1=CC=C(C=NS(=O)(=O)C2=CC(=CC=C2)[N+](=O)[O-])C=C1 (N-(4-Carboxybenzylidene)-3-nitrobenzenesulfonamide). As a reaction SMILES: [N+:1]([C:4]1[CH:5]=[C:6]([S:10]([NH2:13])(=[O:12])=[O:11])[CH:7]=[CH:8][CH:9]=1)([O-:3])=[O:2].[C:14]([C:17]1[CH:24]=[CH:23][C:20]([CH:21]=O)=[CH:19][CH:18]=1)([OH:16])=[O:15].CC1C=CC(S(O)(=O)=O)=CC=1>C1(C)C=CC=CC=1>[C:14]([C:17]1[CH:24]=[CH:23][C:20]([CH:21]=[N:13][S:10]([C:6]2[CH:7]=[CH:8][CH:9]=[C:4]([N+:1]([O-:3])=[O:2])[CH:5]=2)(=[O:11])=[O:12])=[CH:19][CH:18]=1)([OH:16])=[O:15]. Procedure details: In a similar manner to Example 2, 2.02 g (10 mmol) of 3-nitrobenzenesulfonamide, 1.50 g (10 mmol) of 4-carboxybenzaldehyde and 20 mg of TsOH in 150 mL of toluene were heated for 5 hours to yield 3.23 g (97%) of SULF-6 as a white powder: IR (Nujol) 3200-2500 (br), 1685, 1554, 1379, 1352, 1165 cm-1 ; 1H NMR (DMSO-d6, TMS ext std)δ 9.24 (s, 1), 8.47 (s, 1), 7.9-6.9 (m, 7). The reactants are [BH4-], CO, CCOC(C)=O, ClCCl, COc1ccc2c(=O)n3c(c(-c4cccc(F)c4)c2c1)C(=O)CCC3, [Na+]. The product is COc1ccc2c(=O)n3c(c(-c4cccc(F)c4)c2c1)C(O)CCC3. Reaction SMILES: [BH4-:31].[CH3:26][OH:27].[CH3:33][CH2:34][O:35][C:36]([CH3:37])=[O:38].[Cl:28][CH2:29][Cl:30].[F:1][c:2]1[cH:3][c:4](-[c:8]2[c:9]3[n:10]([c:11](=[O:20])[c:12]4[cH:13][cH:14][c:15]([O:18][CH3:19])[cH:16][c:17]24)[CH2:21][CH2:22][CH2:23][C:24]3=[O:25])[cH:5][cH:6][cH:7]1.[Na+:32]>>[F:1][c:2]1[cH:3][c:4](-[c:8]2[c:9]3[n:10]([c:11](=[O:20])[c:12]4[cH:13][cH:14][c:15]([O:18][CH3:19])[cH:16][c:17]24)[CH2:21][CH2:22][CH2:23][CH:24]3[OH:25])[cH:5][cH:6][cH:7]1. The reactants are C1COCCN1, c1c(nc(c(n1)C)Cl)Cl. The reagents and catalysts are c1ccc(cc1)-c2c3ccccc3cc4ccccc24 (9-Phenylanthracene), C(=O)([O-])[O-].[Cs+].[Cs+] (Cs2CO3), P([C@]12C[C@@H]3C[C@H](C2)C[C@@H](C1)C3)([C@]12C[C@@H]3C[C@@H](C2)C[C@@H](C1)C3)CCCC (cataCXium A), C(O[Pd]OC(C)=O)(C)=O (Pd(OAc)2). The solvent is C1CCOC1 (THF). Conditions: temperature 50 celsius, time 18 hour. Product: Cc1ncc(nc1Cl)N2CCOCC2. Reaction SMILES: [CH3:1][c:2]1[c:7]([Cl:8])[n:6][c:5](Cl)[cH:4][n:3]1.[CH2:9]1[NH:14][CH2:13][CH2:12][O:11][CH2:10]1>>[CH3:1][c:2]1[c:7]([Cl:8])[n:6][c:5]([N:14]2[CH2:9][CH2:10][O:11][CH2:12][CH2:13]2)[cH:4][n:3]1. Reaction SMILES: [CH3:1][N:2]1[CH:6]=[C:5]([C:7]2[C:15]3[C:10](=[N:11][CH:12]=[C:13]([CH:16]=[C:17]([CH3:19])[CH3:18])[CH:14]=3)[N:9]([S:20]([C:23]3[CH:28]=[CH:27][CH:26]=[CH:25][CH:24]=3)(=[O:22])=[O:21])[CH:8]=2)[CH:4]=[N:3]1>CO.[OH-].[OH-].[Pd+2]>[CH2:16]([C:13]1[CH:14]=[C:15]2[C:7]([C:5]3[CH:4]=[N:3][N:2]([CH3:1])[CH:6]=3)=[CH:8][N:9]([S:20]([C:23]3[CH:28]=[CH:27][CH:26]=[CH:25][CH:24]=3)(=[O:22])=[O:21])[C:10]2=[N:11][CH:12]=1)[CH:17]([CH3:19])[CH3:18] |f:2.3.4|. Reagents/catalysts: [OH-].[OH-].[Pd+2] (Pd(OH)2 on carbon). Reported procedure: A mixture of olefin 61 (118 mg, 3.00 mmol) and moist Pd(OH)2 on carbon (96 mg of catalyst containing 20% wt Pd) in MeOH (6 mL) was stirred vigorously under H2 for 93 h. The catalyst was removed by filtration through a pad of Celite. The pad was washed sequentially with MeOH, CH2Cl2 and AcOH and the combined filtrates were concentrated to afford azaindole 62 as brown oil that was used directly without purification in the next step. 1H NMR (400 MHz; CDCl3) δ 0.90 (s, 3H), 0.91 (s, 3H), 1.87 (m, 1H... Product: C(C(C)C)C=1C=C2C(=NC1)N(C=C2C=2C=NN(C2)C)S(=O)(=O)C2=CC=CC=C2 (5-isobutyl-3-(1-methyl-1H-pyrazol-4-yl)-1-(phenylsulfonyl)-1H-pyrrolo[2,3-b]pyridine). The solvent is CO (MeOH). Conditions: time 93 hour. Starting materials: CN1N=CC(=C1)C1=CN(C2=NC=C(C=C21)C=C(C)C)S(=O)(=O)C2=CC=CC=C2 (3-(1-methyl-1H-pyrazol-4-yl)-5-(2-methylprop-1-enyl)-1-(phenylsulfonyl)-1H-pyrrolo[2,3-b]pyridine). Starting materials: S(=O)(=O)(O)C1=CC=C(C)C=C1.CC1CC2C13C(=CC=C2)OCO3 (1-methyl-3,4-methylenedioxybenzocyclobutene tosylate), N1CCC(CC1)N(C(OCC)=O)C (Ethyl N-piperid-4-yl-N-methylcarbamate), N(CCO)(CCO)CCO (triethanolamine). Run in C1(=CC=CC=C1)C (toluene). Product: C1OC2=C(C=CC=3C(=CC32)CN3CCC(CC3)N(C(OCC)=O)C)O1 (ethyl N-{1-[(3,4-methylenedioxybenzocyclobuten-1-yl)-methyl]-piperid-4-yl)-N-methylcarbamate). As a reaction SMILES: S(C1C=CC(C)=CC=1)(O)(=O)=O.[CH3:12][CH:13]1[C:16]23[O:23][CH2:22][O:21][C:17]2=[CH:18][CH:19]=[CH:20][CH:15]3[CH2:14]1.[NH:24]1[CH2:29][CH2:28][CH:27]([N:30]([CH3:36])[C:31](=[O:35])[O:32][CH2:33][CH3:34])[CH2:26][CH2:25]1.N(CCO)(CCO)CCO>C1(C)C=CC=CC=1>[CH2:22]1[O:21][C:17]2[CH:18]=[CH:19][C:20]3[C:13]([CH2:12][N:24]4[CH2:25][CH2:26][CH:27]([N:30]([CH3:36])[C:31](=[O:35])[O:32][CH2:33][CH3:34])[CH2:28][CH2:29]4)=[CH:14][C:15]=3[C:16]=2[O:23]1 |f:0.1|. Procedure: 4 g of the compound obtained in Stage H, 2.24 g of the compound obtained in Stage B of Example 6 and 1.7 ml of triethanolamine are refluxed in 40 ml of toluene for 24 hours. The reaction mixture is concentrated, taken up in ethyl acetate, washed with water and then extracted with 1 N hydrochloric acid, and the extract is rendered basic with concentrated sodium hydroxide solution and extracted with methylene chloride. The extract is dried to yield ethyl N-{1-[(3,4-methylenedioxybenzocyclobuten-1-... Starting materials: OCC(C)(CO)C (neopentyl glycol), S(=O)(=O)([O-])[O-].[Mg+2] (magnesium sulfate), [Li]CCCC (BuLi), FC1=C(C(=CC=C1)[Si](C)(C)C)F (1,2-Difluoro-3-trimethylsilylbenzene), Cl (HCl), B(OC(C)C)(OC(C)C)OC(C)C (triisopropyl borate). Run in O1CCCC1 (tetrahydrofuran), C(C)(C)(C)OC (methyl tert-butyl ether), O (water). Run at time 15 minute. Product: FC1=C(C=CC(=C1F)[Si](C)(C)C)B1OCC(CO1)(C)C (2-(2,3-Difluoro-4-trimethylsilylphenyl)-5,5-dimethyl-1,3,2-dioxaborinane). Reaction SMILES: [Li]C[CH2:3][CH2:4][CH3:5].[F:6][C:7]1[CH:12]=[CH:11][CH:10]=[C:9]([Si:13]([CH3:16])([CH3:15])[CH3:14])[C:8]=1[F:17].[B:18](OC(C)C)([O:23][CH:24](C)C)[O:19][CH:20](C)C.Cl.OCC(C)(CO)C.S([O-])([O-])(=O)=O.[Mg+2]>C(OC)(C)(C)C.O.O1CCCC1>[F:6][C:7]1[C:8]([F:17])=[C:9]([Si:13]([CH3:14])([CH3:16])[CH3:15])[CH:10]=[CH:11][C:12]=1[B:18]1[O:23][CH2:24][C:4]([CH3:3])([CH3:5])[CH2:20][O:19]1 |f:5.6|. Procedure: 625 ml (1 mol) of 1.6 M BuLi are added dropwise at −78° C. to a solution of 169 g (910 mmol) of 1,2-difluoro-3-trimethylsilylbenzene (5) in 1.41 of dry tetrahydrofuran. After 15 minutes, 276 ml (1.2 mol) of triisopropyl borate are added dropwise. The mixture is allowed to warm to room temperature overnight. 200 ml of water, 200 ml of methyl tert-butyl ether and 100 ml of conc. HCl are subsequently added. The organic phase is washed with water (2×100 ml) and sat. NaCl (1×100 ml) and dried using m...